This data is from the Open Reaction Database (ORD), a public repository of structured organic reaction records. The task is: describe an organic reaction: reactants, conditions, products, and yield The reactants are C(C1=CC=CC=C1)OC(=O)CNCCCC=1NC(=C(N1)C1=CC=CC=C1)C1=CC=CC=C1 (2-[3-(N-benzyloxycarbonylmethylamino)propyl]-4,5-diphenylimidazole), [H-].[Na+] (sodium hydride), CI (methyl iodide). The solvent is CN(C=O)C (dimethylformamide), CN(C=O)C (dimethylformamide). Conditions: time 30 minute. Yields the product C(C1=CC=CC=C1)OC(=O)CNCCCC=1N(C(=C(N1)C1=CC=CC=C1)C1=CC=CC=C1)C (2-[3-(N-benzyloxycarbonylmethylamino)propyl]-1-methyl-4,5-diphenylimidazole). Yield: 97.1%. As a reaction SMILES: [CH2:1]([O:8][C:9]([CH2:11][NH:12][CH2:13][CH2:14][CH2:15][C:16]1[NH:17][C:18]([C:27]2[CH:32]=[CH:31][CH:30]=[CH:29][CH:28]=2)=[C:19]([C:21]2[CH:26]=[CH:25][CH:24]=[CH:23][CH:22]=2)[N:20]=1)=[O:10])[C:2]1[CH:7]=[CH:6][CH:5]=[CH:4][CH:3]=1.[H-].[Na+].[CH3:35]I>CN(C)C=O>[CH2:1]([O:8][C:9]([CH2:11][NH:12][CH2:13][CH2:14][CH2:15][C:16]1[N:20]([CH3:35])[C:19]([C:21]2[CH:22]=[CH:23][CH:24]=[CH:25][CH:26]=2)=[C:18]([C:27]2[CH:28]=[CH:29][CH:30]=[CH:31][CH:32]=2)[N:17]=1)=[O:10])[C:2]1[CH:7]=[CH:6][CH:5]=[CH:4][CH:3]=1 |f:1.2|. Reported procedure: A solution of 6.4 g (0.015 mol) of 2-[3-(N-benzyloxycarbonylmethylamino)propyl]-4,5-diphenylimidazole in 120 ml of dimethylformamide is treated at 15°-20° under argon with 0.018 mol of sodium hydride (0.8 g of a 55% dispersion in mineral oil) and thereupon stirred at room temperature for a further 30 minutes. A solution of 1.85 ml (0.03 mol) of methyl iodide in 10 ml of dimethylformamide is added thereto at 15°-20° within 15 minutes and the mixture is stirred at room temperature for a further 3 ... Reactants: C1CCOC1, CCCC[N+](CCCC)(CCCC)CCCC, CCOC(C)=O, [F-], CC(C)(C)C(=O)c1cn(COCC[Si](C)(C)C)c2ncc(-c3cccc(N)c3)nc12. Product: CC(C)(C)C(=O)c1c[nH]c2ncc(-c3cccc(N)c3)nc12. RXN SMILES: [CH2:49]1[O:50][CH2:51][CH2:52][CH2:53]1.[CH3:32][CH2:33][CH2:34][CH2:35][N+:36]([CH2:37][CH2:38][CH2:39][CH3:40])([CH2:41][CH2:42][CH2:43][CH3:44])[CH2:45][CH2:46][CH2:47][CH3:48].[CH3:54][CH2:55][O:56][C:57](=[O:58])[CH3:59].[F-:31].[NH2:1][c:2]1[cH:3][c:4](-[c:8]2[n:9][c:10]3[c:11]([n:12][cH:13]2)[n:14]([CH2:23][O:24][CH2:25][CH2:26][Si:27]([CH3:28])([CH3:29])[CH3:30])[cH:15][c:16]3[C:17]([C:18]([CH3:19])([CH3:20])[CH3:21])=[O:22])[cH:5][cH:6][cH:7]1>>[NH2:1][c:2]1[cH:3][c:4](-[c:8]2[n:9][c:10]3[c:11]([n:12][cH:13]2)[nH:14][cH:15][c:16]3[C:17]([C:18]([CH3:19])([CH3:20])[CH3:21])=[O:22])[cH:5][cH:6][cH:7]1. Starting materials: CC(=O)[O-], CC(=O)OC(C)=O, CC(=O)O, O=Cc1c(Cl)cccc1Cl, NO, [Na+], O, O, O, O=S(=O)(O)O. The product is N#Cc1c(Cl)cccc1Cl. RXN SMILES: [C:11]([O-:12])(=[O:13])[CH3:14].[CH3:16][C:17]([O:18][C:19](=[O:20])[CH3:21])=[O:22].[CH3:33][C:34](=[O:35])[OH:36].[Cl:23][c:24]1[c:25]([CH:26]=[O:27])[c:28]([Cl:32])[cH:29][cH:30][cH:31]1.[NH2:6][OH:7].[Na+:15].[OH2:10].[OH2:8].[OH2:9].[S:1]([OH:2])([OH:3])(=[O:4])=[O:5]>>[N:6]#[C:26][c:25]1[c:24]([Cl:23])[cH:31][cH:30][cH:29][c:28]1[Cl:32]. Starting materials: CC(=O)OCC(C)(C)C(=O)CBr, O=C([O-])[O-], CC(C)=O, [K+], [K+], Oc1ccc(Cl)cc1. The product is CC(=O)OCC(C)(C)C(=O)COc1ccc(Cl)cc1. As a reaction SMILES: [C:1]([CH3:2])(=[O:3])[O:4][CH2:5][C:6]([C:7]([CH2:8][Br:9])=[O:10])([CH3:11])[CH3:12].[C:21](=[O:22])([O-:23])[O-:24].[CH3:27][C:28](=[O:29])[CH3:30].[K+:25].[K+:26].[OH:13][c:14]1[cH:15][cH:16][c:17]([Cl:18])[cH:19][cH:20]1>>[C:1]([CH3:2])(=[O:3])[O:4][CH2:5][C:6]([C:7]([CH2:8][O:13][c:14]1[cH:15][cH:16][c:17]([Cl:18])[cH:19][cH:20]1)=[O:10])([CH3:11])[CH3:12]. Reactants: ClCCl (dichloromethane), OC(C#CC(=O)OCC)(C)C (ethyl 4-hydroxy-4-methyl-2-pentynoate), ClS(=O)(=O)N=C=O (chlorosulfonyl isocyanate). The solvent is O (water). Yields the product C(N)(=O)OC(C#CC(=O)OCC)(C)C (ethyl 4-carbamoyloxy-4-methyl-2-pentynoate). The yield is 33.6%. As a reaction SMILES: ClCCl.[OH:4][C:5]([CH3:14])([CH3:13])[C:6]#[C:7][C:8]([O:10][CH2:11][CH3:12])=[O:9].ClS([N:19]=[C:20]=[O:21])(=O)=O>O>[C:20]([O:4][C:5]([CH3:13])([CH3:14])[C:6]#[C:7][C:8]([O:10][CH2:11][CH3:12])=[O:9])(=[O:21])[NH2:19]. Reported procedure: To 100 ml of a dichloromethane solution containing 4.9 g (31.4 millimoles) of ethyl 4-hydroxy-4-methyl-2-pentynoate, 3 ml (34.5 millimoles) of chlorosulfonyl isocyanate was added at a temperature of -10° C. The mixture was reacted for 30 minutes at -10° C. under stirring. The reaction mixture was returned to room temperature, and 20 ml of water was added thereto. The mixture was stirred for 15 minutes for hydrolysis treatment. The dichloromethane phase was separated by phase separation, washed w... The product is COC(=O)CCOCCOCCOCCNc1cc(CO)cc(CO)c1. The reactants are O=C([O-])[O-], [K+], [K+], Nc1cc(CO)cc(CO)c1, CN(C)C=O, COC(=O)CCOCCOCCOCCOS(=O)(=O)c1ccc(C)cc1. RXN SMILES: [C:38](=[O:39])([O-:40])[O-:41].[K+:42].[K+:43].[NH2:27][c:28]1[cH:29][c:30]([CH2:36][OH:37])[cH:31][c:32]([CH2:34][OH:35])[cH:33]1.[O:44]=[CH:45][N:46]([CH3:47])[CH3:48].[S:1]([O:2][CH2:12][CH2:13][O:14][CH2:15][CH2:16][O:17][CH2:18][CH2:19][O:20][CH2:21][CH2:22][C:23](=[O:24])[O:25][CH3:26])([c:3]1[cH:4][cH:5][c:6]([CH3:7])[cH:8][cH:9]1)(=[O:10])=[O:11]>>[CH2:12]([CH2:13][O:14][CH2:15][CH2:16][O:17][CH2:18][CH2:19][O:20][CH2:21][CH2:22][C:23](=[O:24])[O:25][CH3:26])[NH:27][c:28]1[cH:29][c:30]([CH2:36][OH:37])[cH:31][c:32]([CH2:34][OH:35])[cH:33]1. Reaction SMILES: [BrH:1].[CH3:29][C:30](=[O:31])[OH:32].[F:2][c:3]1[cH:4][cH:5][c:6]([CH2:9][CH2:10][N:11]2[CH2:12][CH2:13][CH:14]([CH:17]3[CH2:18][CH2:19][CH2:20][c:21]4[cH:22][c:23]([O:27][CH3:28])[cH:24][cH:25][c:26]43)[CH2:15][CH2:16]2)[cH:7][cH:8]1.[OH2:33]>>[F:2][c:3]1[cH:4][cH:5][c:6]([CH2:9][CH2:10][N:11]2[CH2:12][CH2:13][CH:14]([CH:17]3[CH2:18][CH2:19][CH2:20][c:21]4[cH:22][c:23]([OH:27])[cH:24][cH:25][c:26]43)[CH2:15][CH2:16]2)[cH:7][cH:8]1. The reactants are Br, CC(=O)O, COc1ccc2c(c1)CCCC2C1CCN(CCc2ccc(F)cc2)CC1, O. Yields the product Oc1ccc2c(c1)CCCC2C1CCN(CCc2ccc(F)cc2)CC1. The reactants are [Br-], CC[Mg+], CON(C)C(=O)c1cccc2nsnc12, ClCCl, Ic1cn(C(c2ccccc2)(c2ccccc2)c2ccccc2)cn1. Product: O=C(c1cn(C(c2ccccc2)(c2ccccc2)c2ccccc2)cn1)c1cccc2nsnc12. Reaction SMILES: [Br-:26].[CH2:27]([Mg+:28])[CH3:29].[CH3:30][O:31][N:32]([C:33](=[O:34])[c:35]1[cH:36][cH:37][cH:38][c:39]2[c:40]1[n:41][s:42][n:43]2)[CH3:44].[Cl:45][CH2:46][Cl:47].[I:1][c:2]1[n:3][cH:4][n:5]([C:7]([c:8]2[cH:9][cH:10][cH:11][cH:12][cH:13]2)([c:14]2[cH:15][cH:16][cH:17][cH:18][cH:19]2)[c:20]2[cH:21][cH:22][cH:23][cH:24][cH:25]2)[cH:6]1>>[c:2]1([C:33](=[O:34])[c:35]2[cH:36][cH:37][cH:38][c:39]3[c:40]2[n:41][s:42][n:43]3)[n:3][cH:4][n:5]([C:7]([c:8]2[cH:9][cH:10][cH:11][cH:12][cH:13]2)([c:14]2[cH:15][cH:16][cH:17][cH:18][cH:19]2)[c:20]2[cH:21][cH:22][cH:23][cH:24][cH:25]2)[cH:6]1. Starting materials: FC(C1(CC1)N)(F)F (1-(trifluoromethyl)cyclopropanamine), C(C)(C)N(CC)C(C)C (diisopropylethylamine), C1(CCC(=O)O1)=O (succinic anhydride). Solvent: O1CCOCC1 (dioxane). Conditions: temperature 10 celsius, time 20 minute. Product: O=C(CCC(=O)O)NC1(CC1)C(F)(F)F (4-oxo-4-{[1-(trifluoromethyl)cyclopropyl]amino}butanoic acid). RXN SMILES: [F:1][C:2]([F:8])([F:7])[C:3]1([NH2:6])[CH2:5][CH2:4]1.C(N(C(C)C)CC)(C)C.[C:18]1(=[O:24])[O:23][C:21](=[O:22])[CH2:20][CH2:19]1>O1CCOCC1>[O:24]=[C:18]([NH:6][C:3]1([C:2]([F:8])([F:7])[F:1])[CH2:5][CH2:4]1)[CH2:19][CH2:20][C:21]([OH:23])=[O:22]. Reported procedure: Slowly, 800.7 mg (4.96 mmol) of 1-(trifluoromethyl)cyclopropanamine and 0.85 ml (4.96 mmol) of diisopropylethylamine were added to a solution of 496 mg (4.96 mmol) of succinic anhydride in 10 ml of dioxane, with ice-cooling (10° C.). Stirring was continued for 20 min at room temperature, and the mixture was allowed to stand overnight at this temperature. Again, stirring was continued for 20 min at 80° C., the mixture was allowed to cool to room temperature, and the solution was concentrated. Rep...